This data is from the Open Reaction Database (ORD), a public repository of structured organic reaction records. The task is: describe an organic reaction: reactants, conditions, products, and yield Starting materials: CNC (dimethylamine), CCN(C(C)C)C(C)C (DIEA), CS(=O)(=O)Cl (methanesulfonyl chloride), C(C)(=O)OCC1=C(C=CC(=C1)C(=O)OC)C1=C(C=CC=C1)C (Methyl 2-[(acetyloxy)methyl]-2′-methylbiphenyl-4-carboxylate). Run in C(Cl)Cl (DCM). Conditions: time 16 hour. The product is CN(C)CC1=C(C=CC(=C1)C(=O)OC)C1=C(C=CC=C1)C (methyl 2-[(dimethylamino)methyl]-2′-methylbiphenyl-4-carboxylate). Yield: 86.6%. As a reaction SMILES: C(O[CH2:5][C:6]1[CH:11]=[C:10]([C:12]([O:14][CH3:15])=[O:13])[CH:9]=[CH:8][C:7]=1[C:16]1[CH:21]=[CH:20][CH:19]=[CH:18][C:17]=1[CH3:22])(=O)C.C[CH2:24][N:25](C(C)C)[CH:26](C)C.CS(Cl)(=O)=O.CNC>C(Cl)Cl>[CH3:24][N:25]([CH2:5][C:6]1[CH:11]=[C:10]([C:12]([O:14][CH3:15])=[O:13])[CH:9]=[CH:8][C:7]=1[C:16]1[CH:21]=[CH:20][CH:19]=[CH:18][C:17]=1[CH3:22])[CH3:26]. Procedure details: To a solution of methyl 2-(hydroxymethyl)-2′-methylbiphenyl-4-carboxylate obtained in step 3 (2.12 g; 8.27 mmol) in DCM (63.6 mL) was added at 0° C. DIEA (7.03 mL; 41.36 mmol) and methanesulfonyl chloride (768 μL; 9.93 mmol) at 0° C. and stirred at 25 min. After this time, dimethylamine (12.41 mL; 2 M; 24.81 mmol) was added to the reaction mixture and stirred at RT for 16 hours. Reaction mixture was partitioned between DCM and an aqueous solution of NaOH (5 M). Purification by silica column chro... Reactants: COC(/C(=C\C1CCCC1)/I)=O ((E)-3-cyclopentyl-2-iodo-acrylic acid methyl ester), C1(=CC=CC=C1)P(C1=CC=CC=C1)C1=CC=CC=C1 (triphenylphosphine), C[Si](C)(C)Cl (trimethylsilyl chloride), [Cl-].[NH4+] (ammonium chloride), BrCCBr (1,2-dibromoethane), BrC=1C=CC(=C(C1)N1N=NN=C1C)S(=O)(=O)C (1-(5-bromo-2-methanesulfonyl-phenyl)-5-methyl-1H-tetrazole). The reagents and catalysts are C=1C=CC(=CC1)/C=C/C(=O)/C=C/C2=CC=CC=C2.C=1C=CC(=CC1)/C=C/C(=O)/C=C/C2=CC=CC=C2.[Pd] (bis(dibenzylideneacetone)palladium(0)), [Zn] (zinc), [Zn] (zinc), [Zn] (zinc), [Zn] (zinc), [Zn] (zinc), [Zn] (zinc). Run in O1CCCC1 (tetrahydrofuran), O1CCCC1 (tetrahydrofuran), O1CCCC1 (tetrahydrofuran), O1CCCC1 (tetrahydrofuran), O1CCCC1 (tetrahydrofuran). Reaction conditions: temperature 25 celsius, time 15 minute. Yields the product hexanes ethyl acetate, COC(\C(=C\C1CCCC1)\C1=CC(=C(C=C1)S(=O)(=O)C)N1N=NN=C1C)=O ((E)-3-cyclopentyl-2-[4-methanesulfonyl-3-(5-methyl-tetrazol-1-yl)-phenyl]-acrylic acid methyl ester). Isolated yield 90.8%. Reaction SMILES: BrCCBr.C[Si](Cl)(C)C.[CH3:10][O:11][C:12](=[O:21])/[C:13](/I)=[CH:14]\[CH:15]1[CH2:19][CH2:18][CH2:17][CH2:16]1.C1(P(C2C=CC=CC=2)C2C=CC=CC=2)C=CC=CC=1.Br[C:42]1[CH:43]=[CH:44][C:45]([S:54]([CH3:57])(=[O:56])=[O:55])=[C:46]([N:48]2[C:52]([CH3:53])=[N:51][N:50]=[N:49]2)[CH:47]=1.[Cl-].[NH4+]>O1CCCC1.[Zn].C1C=CC(/C=C/C(/C=C/C2C=CC=CC=2)=O)=CC=1.C1C=CC(/C=C/C(/C=C/C2C=CC=CC=2)=O)=CC=1.[Pd]>[CH3:10][O:11][C:12](=[O:21])/[C:13](/[C:42]1[CH:43]=[CH:44][C:45]([S:54]([CH3:57])(=[O:56])=[O:55])=[C:46]([N:48]2[C:52]([CH3:53])=[N:51][N:50]=[N:49]2)[CH:47]=1)=[CH:14]/[CH:15]1[CH2:19][CH2:18][CH2:17][CH2:16]1 |f:5.6,9.10.11|. Reported procedure: A mixture of zinc dust (330 mg, 5 mmol, Aldrich, −325 mesh) and dry tetrahydrofuran (1 mL) under argon was treated with 1,2-dibromoethane (93 mg, 0.5 mmol). The zinc suspension was then heated with a heat gun to ebullition, allowed to cool, and heated again. This process was repeated three times to make sure the zinc dust was activated. The activated zinc dust suspension was then treated with trimethylsilyl chloride (54 mg, 0.5 mmol), and the suspension was stirred for 15 min at 25° C. The react...